This data is from the Open Reaction Database (ORD), a public repository of structured organic reaction records. The task is: describe an organic reaction: reactants, conditions, products, and yield Reactants: CC(C)(C)OO, CC(C)C(=O)Cl, CCCCCCCCCC(C)C, Cl, [K+], [OH-], O. The product is CC(C)C(=O)OOC(C)(C)C. RXN SMILES: [C:1]([CH3:2])([CH3:3])([CH3:4])[O:5][OH:6].[C:9]([CH:10]([CH3:11])[CH3:12])(=[O:13])[Cl:14].[CH3:16][CH2:17][CH2:18][CH2:19][CH2:20][CH2:21][CH2:22][CH2:23][CH2:24][CH:25]([CH3:26])[CH3:27].[ClH:15].[K+:8].[OH-:7].[OH2:28]>>[C:1]([CH3:2])([CH3:3])([CH3:4])[O:5][O:6][C:9]([CH:10]([CH3:11])[CH3:12])=[O:13]. Starting materials: COC1=CC=C2C(=C(NC2=C1)C)CCCN1CCC(CC1)C(C1=CC=C(C=C1)F)=O (6-methoxy-2-methyl-3-{3-[4-(4-fluorobenzoyl)piperidyl]propyl}indole), Cl.COC1=CC=C2C(=C(NC2=C1)C)CCCN1CCC(CC1)C(C1=CC=C(C=C1)F)=O (6-methoxy-2-methyl-3-{3-[4-(4-fluorobenzoyl)piperidyl]propyl}indole hydrochloride). Product: COC1=CC=C2C(=C(NC2=C1)C)CCCN1CCC(CC1)C(O)C1=CC=C(C=C1)F (6-methoxy-2-methyl-3-{3-[4-(4-fluorophenylhydroxymethyl)piperidyl]propyl}indole). RXN SMILES: [CH3:1][O:2][C:3]1[CH:11]=[C:10]2[C:6]([C:7]([CH2:13][CH2:14][CH2:15][N:16]3[CH2:21][CH2:20][CH:19]([C:22](=[O:30])[C:23]4[CH:28]=[CH:27][C:26]([F:29])=[CH:25][CH:24]=4)[CH2:18][CH2:17]3)=[C:8]([CH3:12])[NH:9]2)=[CH:5][CH:4]=1.Cl.COC1C=C2C(C(CCCN3CCC(C(=O)C4C=CC(F)=CC=4)CC3)=C(C)N2)=CC=1>>[CH3:1][O:2][C:3]1[CH:11]=[C:10]2[C:6]([C:7]([CH2:13][CH2:14][CH2:15][N:16]3[CH2:21][CH2:20][CH:19]([CH:22]([C:23]4[CH:24]=[CH:25][C:26]([F:29])=[CH:27][CH:28]=4)[OH:30])[CH2:18][CH2:17]3)=[C:8]([CH3:12])[NH:9]2)=[CH:5][CH:4]=1 |f:1.2|. Procedure details: A sample of 6-methoxy-2-methyl-3-{3-[4-(4-fluorobenzoyl)piperidyl]propyl}indole, free base of Example 24, is reduced and treated by the method described in Example 2 to give 6-methoxy-2-methyl-3-{3-[4-(4-fluorophenylhydroxymethyl)piperidyl]propyl}indole. The reactants are Brc1c[nH]nc1-c1cccnc1, CCCC(=O)[O-], CSc1c[nH]nc1-c1cccnc1, CCOC(C)=O, C=CCSSC1=CC=CC(CC=C)(c2ccccc2)C1. Yields the product C(=Cc1ccccc1)CSc1c[nH]nc1-c1cccnc1. RXN SMILES: [Br:34][c:35]1[c:36](-[c:37]2[cH:38][n:39][cH:40][cH:41][cH:42]2)[n:43][nH:44][cH:45]1.[CH2:46]([CH2:47][C:48]([O-:49])=[O:50])[CH3:51].[CH3:1][S:2][c:3]1[c:4](-[c:8]2[cH:9][n:10][cH:11][cH:12][cH:13]2)[n:5][nH:6][cH:7]1.[CH3:52][CH2:53][O:54][C:55](=[O:56])[CH3:57].[c:14]1([C:20]2([CH2:22][CH:23]=[CH2:24])[CH2:21][C:28]([S:29][S:30][CH2:31][CH:32]=[CH2:33])=[CH:27][CH:26]=[CH:25]2)[cH:15][cH:16][cH:17][cH:18][cH:19]1>>[CH2:1]([S:2][c:3]1[c:4](-[c:8]2[cH:9][n:10][cH:11][cH:12][cH:13]2)[n:5][nH:6][cH:7]1)[CH:21]=[CH:20][c:14]1[cH:15][cH:16][cH:17][cH:18][cH:19]1. Starting materials: CS(C)=O, CCOC(C)=O, CON=C(Cl)c1cc(Cl)ccc1OCc1ccc(Cl)cc1, N#C[Na]. The product is CON=C(C#N)c1cc(Cl)ccc1OCc1ccc(Cl)cc1. As a reaction SMILES: [CH3:1][S:2](=[O:3])[CH3:4].[CH3:29][CH2:30][O:31][C:32](=[O:33])[CH3:34].[Cl:8][c:9]1[cH:10][cH:11][c:12]([O:20][CH2:21][c:22]2[cH:23][cH:24][c:25]([Cl:28])[cH:26][cH:27]2)[c:13]([C:14](=[N:15][O:16][CH3:17])[Cl:18])[cH:19]1.[Na:5][C:6]#[N:7]>>[C:6](#[N:7])[C:14]([c:13]1[c:12]([O:20][CH2:21][c:22]2[cH:23][cH:24][c:25]([Cl:28])[cH:26][cH:27]2)[cH:11][cH:10][c:9]([Cl:8])[cH:19]1)=[N:15][O:16][CH3:17]. Reactants: N1=CC(=CC=C1)CO (3-pyridinemethanol), C1CCOC1 (THF), BrC(C(=O)OC(C)(C)C)C (tert-butyl 2-bromopropionate), C1CCOC1 (THF), O (water), [H-].[Na+] (sodium hydride), C1CCOC1 (THF). Yields the product N1=CC(=CC=C1)COCC(=O)OCCCC (butyl (pyridin-3-yl)methoxyacetate). The yield is 56.3%. Reaction SMILES: [H-].[Na+].[N:3]1[CH:8]=[CH:7][CH:6]=[C:5]([CH2:9][OH:10])[CH:4]=1.Br[CH:12](C)[C:13](OC(C)(C)C)=O.[OH2:21].[CH2:22]1[CH2:26][O:25][CH2:24][CH2:23]1>>[N:3]1[CH:8]=[CH:7][CH:6]=[C:5]([CH2:9][O:10][CH2:22][C:26]([O:25][CH2:24][CH2:23][CH2:12][CH3:13])=[O:21])[CH:4]=1 |f:0.1|. Procedure details: To a suspension of 1.24 g of sodium hydride (60% oil dispersion; 31 mmol) in 90 mL of THF were added dropwise 3.27 g of 3-pyridinemethanol (30 mmol) in 10 mL of dry THF at room temperature over 5 min. The resulting white suspension was stirred at room temperature for an hour, to which was then added dropwise 6.27 g of tert-butyl 2-bromopropionate (30 mmol) in 10 mL of dry THF at room temperature over 5 min. The mixture was stirred at room temperature for 11.5 hours. After adding water, the mixtu...